This data is from the Open Reaction Database (ORD), a public repository of structured organic reaction records. The task is: describe an organic reaction: reactants, conditions, products, and yield Reactants: NC1=C(C=C(C=C1)C1=CC=C(C=C1)[C@H](C)N1C(O[C@](CC1)(C1=CC=CC=C1)CC(C)(C)O)=O)[N+](=O)[O-] (3-[(S)-1-(4′-amino-3′-nitro-biphenyl-4-yl)-ethyl]-(S)-6-(2-hydroxy-2-methyl-propyl)-6-phenyl-[1,3]oxazinan-2-one). Reagents/catalysts: [Pd] (palladium on carbon). Run in [H][H] (hydrogen), CO (methanol), O1CCCC1 (tetrahydrofuran). Product: NC=1C=C(C=CC1N)C1=CC=C(C=C1)[C@H](C)N1C(O[C@](CC1)(C1=CC=CC=C1)CC(C)(C)O)=O (3-[(S)-1-(3′,4′-Diamino-biphenyl-4-yl)-ethyl]-(S)-6-(2-hydroxy-2-methyl-propyl)-6-phenyl-[1,3]oxazinan-2-one). As a reaction SMILES: [NH2:1][C:2]1[CH:7]=[CH:6][C:5]([C:8]2[CH:13]=[CH:12][C:11]([C@@H:14]([N:16]3[CH2:21][CH2:20][C@:19]([CH2:28][C:29]([OH:32])([CH3:31])[CH3:30])([C:22]4[CH:27]=[CH:26][CH:25]=[CH:24][CH:23]=4)[O:18][C:17]3=[O:33])[CH3:15])=[CH:10][CH:9]=2)=[CH:4][C:3]=1[N+:34]([O-])=O>[Pd].CO.O1CCCC1.[H][H]>[NH2:34][C:3]1[CH:4]=[C:5]([C:8]2[CH:9]=[CH:10][C:11]([C@@H:14]([N:16]3[CH2:21][CH2:20][C@:19]([CH2:28][C:29]([OH:32])([CH3:30])[CH3:31])([C:22]4[CH:23]=[CH:24][CH:25]=[CH:26][CH:27]=4)[O:18][C:17]3=[O:33])[CH3:15])=[CH:12][CH:13]=2)[CH:6]=[CH:7][C:2]=1[NH2:1]. Reported procedure: A mixture of 3-[(S)-1-(4′-amino-3′-nitro-biphenyl-4-yl)-ethyl]-(S)-6-(2-hydroxy-2-methyl-propyl)-6-phenyl-[1,3]oxazinan-2-one (0.50 g) and 10% palladium on carbon (0.10 g) in a mixture of methanol (10 mL) and tetrahydrofuran (10 mL) was shaken in hydrogen atmosphere (3 bar) at room temperature for 3.5 h. Then, the catalyst was separated by filtration and the filtrate was concentrated under reduced pressure to afford the title compound as an oil.